Dataset: the Open Reaction Database (ORD), a public repository of structured organic reaction records. Task: describe an organic reaction: reactants, conditions, products, and yield RXN SMILES: ClC1C=CC(C[C:7]2[C:16]([C:17]([NH2:19])=[O:18])=[C:15]([OH:20])[C:14]3[C:9](=[CH:10][CH:11]=[C:12]([CH2:21][N:22]4[CH2:27][CH2:26][O:25][CH2:24][CH2:23]4)[CH:13]=3)[N:8]=2)=CC=1.C(=O)([O-])[O-].[Cs+].[Cs+].[Cl:36][C:37]1[CH:42]=[CH:41][C:40]([S:43][CH2:44]Cl)=[CH:39][CH:38]=1.Cl[CH2:47][Cl:48]>CN(C=O)C>[Cl:48][C:47]1[CH:14]=[CH:13][C:12]([CH2:21][NH:19][C:17]([C:16]2[C:15](=[O:20])[C:14]3[C:9](=[CH:10][CH:11]=[C:12]([CH2:21][N:22]4[CH2:23][CH2:24][O:25][CH2:26][CH2:27]4)[CH:13]=3)[N:8]([CH2:44][S:43][C:40]3[CH:39]=[CH:38][C:37]([Cl:36])=[CH:42][CH:41]=3)[CH:7]=2)=[O:18])=[CH:11][CH:10]=1 |f:1.2.3|. Yields the product ClC1=CC=C(CNC(=O)C2=CN(C3=CC=C(C=C3C2=O)CN2CCOCC2)CSC2=CC=C(C=C2)Cl)C=C1 (N-(4-Chlorobenzyl)-1-([(4-chlorophenyl)sulfanyl]methyl)-6-(4-morpholinylmethyl)-4-oxo-1,4-dihydro-3-quinolinecarboxamide). Run at temperature 105 celsius. Procedure: A suspension of N-(4-chlorobenzyl-4-hydroxy-6-(4-morpholinylmethyl)-3-quinolinecarboxamide (0.25 gm) from Preparation No. 40 and cesium carbonate (0.39 gm) in DMF (3 mL) is treated with chloromethyl 4-chlorophenyl sulfide (0.13 mL). The mixture is tightly capped and heated to 105° C. for 2 hrs. The reaction mixture is allowed to cool to room temperature, diluted with dichloromethane (50 mL), washed with water (2×10 mL), brine, dried (Na2SO4) and concentrated under reduced pressure. The crude pro... Starting materials: C([O-])([O-])=O.[Cs+].[Cs+] (cesium carbonate), ClC1=CC=C(C=C1)SCCl (chloromethyl 4-chlorophenyl sulfide), ClC1=CC=C(CC2=NC3=CC=C(C=C3C(=C2C(=O)N)O)CN2CCOCC2)C=C1 (4-chlorobenzyl-4-hydroxy-6-(4-morpholinylmethyl)-3-quinolinecarboxamide), ClCCl (dichloromethane). The solvent is CN(C)C=O (DMF). Starting materials: C[Si](C)(C)[N-][Si](C)(C)C.[Na+] (sodium bis(trimethylsilyl)amide), CC=1C=C(CC#N)C=CC1 (3-methylbenzyl cyanide), BrCC1=NN(C(=C1)C1=CC(=C(C=C1)Cl)Cl)C1=CC=C(C=C1)OC (3-bromomethyl-5-(3,4-dichloro-phenyl)-1-(4-methoxy-phenyl)-1H-pyrazole). Solvent: O1CCCC1 (tetrahydrofuran), O1CCCC1 (tetrahydrofuran). Reaction conditions: temperature 0 celsius, time 30 minute. The product is ClC=1C=C(C=CC1Cl)C1=CC(=NN1C1=CC=C(C=C1)OC)CC(C#N)C=1C=C(C=CC1)C (3-[5-(3,4-Dichloro-phenyl)-1-(4-methoxy-phenyl)-1H-pyrazol-3-yl]-2-m-tolyl-propionitrile). Yield: 42.6%. RXN SMILES: C[Si]([N-][Si](C)(C)C)(C)C.[Na+].[CH3:11][C:12]1[CH:13]=[C:14]([CH:18]=[CH:19][CH:20]=1)[CH2:15][C:16]#[N:17].Br[CH2:22][C:23]1[CH:27]=[C:26]([C:28]2[CH:33]=[CH:32][C:31]([Cl:34])=[C:30]([Cl:35])[CH:29]=2)[N:25]([C:36]2[CH:41]=[CH:40][C:39]([O:42][CH3:43])=[CH:38][CH:37]=2)[N:24]=1>O1CCCC1>[Cl:35][C:30]1[CH:29]=[C:28]([C:26]2[N:25]([C:36]3[CH:41]=[CH:40][C:39]([O:42][CH3:43])=[CH:38][CH:37]=3)[N:24]=[C:23]([CH2:22][CH:15]([C:14]3[CH:13]=[C:12]([CH3:11])[CH:20]=[CH:19][CH:18]=3)[C:16]#[N:17])[CH:27]=2)[CH:33]=[CH:32][C:31]=1[Cl:34] |f:0.1|. Procedure: To a solution of sodium bis(trimethylsilyl)amide (14.0 mL, 1.0 M solution in THF, 1.0 equiv) in tetrahydrofuran (56.0 mL) at 0° C. was added 3-methylbenzyl cyanide (1.84 g, 14.0 mmol, 1.0 equiv). This mixture was stirred at 0° C. for 30 min then was added to a solution of 3-bromomethyl-5-(3,4-dichloro-phenyl)-1-(4-methoxy-phenyl)-1H-pyrazole (prepared as in Method 1; 5.78 g, 14.0 mmol, 1.0 equiv) in tetrahydrofuran (56.0 mL) and allowed to stir for 2 h. The reaction was quenched with satd aq amm... The reactants are c1ccc(CN2CCNCC2)cc1, ClCCl, O=C(Cl)N1CC(Oc2ccc(F)cc2)C1, O. Product: O=C(N1CCN(Cc2ccccc2)CC1)N1CC(Oc2ccc(F)cc2)C1. RXN SMILES: [CH2:16]([c:17]1[cH:18][cH:19][cH:20][cH:21][cH:22]1)[N:23]1[CH2:24][CH2:25][NH:26][CH2:27][CH2:28]1.[CH2:29]([Cl:30])[Cl:31].[F:1][c:2]1[cH:3][cH:4][c:5]([O:6][CH:7]2[CH2:8][N:9]([C:11](=[O:12])[Cl:13])[CH2:10]2)[cH:14][cH:15]1.[OH2:32]>>[F:1][c:2]1[cH:3][cH:4][c:5]([O:6][CH:7]2[CH2:8][N:9]([C:11](=[O:12])[N:26]3[CH2:25][CH2:24][N:23]([CH2:16][c:17]4[cH:18][cH:19][cH:20][cH:21][cH:22]4)[CH2:28][CH2:27]3)[CH2:10]2)[cH:14][cH:15]1. The reactants are BrCc1ccccc1, CCO, OCc1ccc(O)cc1Cl, ClCCl, [Na+], [OH-]. Yields the product OCc1ccc(OCc2ccccc2)cc1Cl. RXN SMILES: [Br:11][CH2:12][c:13]1[cH:14][cH:15][cH:16][cH:17][cH:18]1.[CH3:21][CH2:22][OH:23].[Cl:1][c:2]1[cH:3][c:4]([OH:10])[cH:5][cH:6][c:7]1[CH2:8][OH:9].[Cl:24][CH2:25][Cl:26].[Na+:20].[OH-:19]>>[Cl:1][c:2]1[cH:3][c:4]([O:10][CH2:12][c:13]2[cH:14][cH:15][cH:16][cH:17][cH:18]2)[cH:5][cH:6][c:7]1[CH2:8][OH:9]. Reactants: CO, O=Cc1ccccc1, [H][H], NCCc1cccc2ccccc12. Yields the product c1ccc(CNCCc2cccc3ccccc23)cc1. RXN SMILES: [CH3:24][OH:25].[CH:14](=[O:15])[c:16]1[cH:17][cH:18][cH:19][cH:20][cH:21]1.[H:22][H:23].[c:1]1([CH2:11][CH2:12][NH2:13])[cH:2][cH:3][cH:4][c:5]2[cH:6][cH:7][cH:8][cH:9][c:10]12>>[c:1]1([CH2:11][CH2:12][NH:13][CH2:14][c:16]2[cH:17][cH:18][cH:19][cH:20][cH:21]2)[cH:2][cH:3][cH:4][c:5]2[cH:6][cH:7][cH:8][cH:9][c:10]12.